From a dataset of the Open Reaction Database (ORD), a public repository of structured organic reaction records. describe an organic reaction: reactants, conditions, products, and yield Starting materials: Cl, CC(N)C(O)c1cccc(Br)c1, O=C(O)c1ccc(I)cc1NS(=O)(=O)c1cccc2nsnc12. Product: CC(NC(=O)c1ccc(I)cc1NS(=O)(=O)c1cccc2nsnc12)C(O)c1cccc(Br)c1. As a reaction SMILES: [ClH:24].[NH2:25][CH:26]([CH:27]([OH:28])[c:29]1[cH:30][c:31]([Br:35])[cH:32][cH:33][cH:34]1)[CH3:36].[n:1]1[c:2]2[c:3]([n:4][s:5]1)[c:6]([S:10](=[O:11])(=[O:12])[NH:13][c:14]1[c:15]([C:16](=[O:17])[OH:18])[cH:19][cH:20][c:21]([I:23])[cH:22]1)[cH:7][cH:8][cH:9]2>>[n:1]1[c:2]2[c:3]([n:4][s:5]1)[c:6]([S:10](=[O:11])(=[O:12])[NH:13][c:14]1[c:15]([C:16](=[O:17])[NH:25][CH:26]([CH:27]([OH:28])[c:29]3[cH:30][c:31]([Br:35])[cH:32][cH:33][cH:34]3)[CH3:36])[cH:19][cH:20][c:21]([I:23])[cH:22]1)[cH:7][cH:8][cH:9]2. Starting materials: COC(=O)Cl, CCN(C(C)C)C(C)C, [Cl-], ClCCl, COC(=O)C1CCNC(C(F)F)C1, [NH4+]. Yields the product COC(=O)C1CCN(C(=O)OC)C(C(F)F)C1. RXN SMILES: [C:23]([O:24][CH3:25])(=[O:26])[Cl:27].[CH:14]([N:15]([CH2:16][CH3:17])[CH:18]([CH3:19])[CH3:20])([CH3:21])[CH3:22].[Cl-:28].[Cl:30][CH2:31][Cl:32].[F:1][CH:2]([CH:3]1[NH:4][CH2:5][CH2:6][CH:7]([C:9](=[O:10])[O:11][CH3:12])[CH2:8]1)[F:13].[NH4+:29]>>[F:1][CH:2]([CH:3]1[N:4]([C:23]([O:24][CH3:25])=[O:26])[CH2:5][CH2:6][CH:7]([C:9](=[O:10])[O:11][CH3:12])[CH2:8]1)[F:13]. Procedure details: Synthesized from N-ethyl-3-fluoro-N-[5-methoxy-2-(6-methoxy-1,2,3,4-tetrahydronaphthalen-2-yl)phenyl]-4-(8-methyl-8-azabicyclo[3.2.1]oct-3-yloxy)benzamide according to an analogous synthetic method to Example 337, ethyl[3-fluoro-4-(8-methyl-8-azabicyclo[3.2.1]oct-3-yloxy)benzyl][5-methoxy-2-(6-methoxy-1,2,3,4-tetrahydronaphthalen-2-yl)phenyl]amine (123 mg) was used according to an analogous synthetic method to Example 111 to provide the title compound (108 mg). Reaction SMILES: [CH2:1]([N:3]([C:23]1[CH:28]=[C:27]([O:29]C)[CH:26]=[CH:25][C:24]=1[CH:31]1[CH2:40][CH2:39][C:38]2[C:33](=[CH:34][CH:35]=[C:36]([O:41]C)[CH:37]=2)[CH2:32]1)[C:4](=O)[C:5]1[CH:10]=[CH:9][C:8]([O:11][CH:12]2[CH2:18][CH:17]3[N:19]([CH3:20])[CH:14]([CH2:15][CH2:16]3)[CH2:13]2)=[C:7]([F:21])[CH:6]=1)[CH3:2].C(N(CC1C=CC(OC2CC3N(C)C(CC3)C2)=C(F)C=1)C1C=C(OC)C=CC=1C1CCC2C(=CC=C(OC)C=2)C1)C>>[CH2:1]([N:3]([CH2:4][C:5]1[CH:10]=[CH:9][C:8]([O:11][CH:12]2[CH2:13][CH:14]3[N:19]([CH3:20])[CH:17]([CH2:16][CH2:15]3)[CH2:18]2)=[C:7]([F:21])[CH:6]=1)[C:23]1[CH:28]=[C:27]([OH:29])[CH:26]=[CH:25][C:24]=1[CH:31]1[CH2:40][CH2:39][C:38]2[CH:37]=[C:36]([OH:41])[CH:35]=[CH:34][C:33]=2[CH2:32]1)[CH3:2]. The reactants are C(C)N(C(C1=CC(=C(C=C1)OC1CC2CCC(C1)N2C)F)=O)C2=C(C=CC(=C2)OC)C2CC1=CC=C(C=C1CC2)OC (N-ethyl-3-fluoro-N-[5-methoxy-2-(6-methoxy-1,2,3,4-tetrahydronaphthalen-2-yl)phenyl]-4-(8-methyl-8-azabicyclo[3.2.1]oct-3-yloxy)benzamide), C(C)N(C1=C(C=CC(=C1)OC)C1CC2=CC=C(C=C2CC1)OC)CC1=CC(=C(C=C1)OC1CC2CCC(C1)N2C)F (ethyl[3-fluoro-4-(8-methyl-8-azabicyclo[3.2.1]oct-3-yloxy)benzyl][5-methoxy-2-(6-methoxy-1,2,3,4-tetrahydronaphthalen-2-yl)phenyl]amine). The product is C(C)N(C1=C(C=CC(=C1)O)C1CC=2C=CC(=CC2CC1)O)CC1=CC(=C(C=C1)OC1CC2CCC(C1)N2C)F (6-{2-{Ethyl[3-fluoro-4-(8-methyl-8-azabicyclo[3.2.1]oct-3-yloxy)benzyl]amino}-4-hydroxyphenyl}-5,6,7,8-tetrahydronaphthalen-2-ol). The reactants are CN1C(=O)C2(COc3cc4c(cc32)OCCO4)c2c(Br)cccc21, COc1ccc(O)cc1, CC(C)(C)[O-], CN1CCCC1=O, [Cu]Br, [K+], O. The product is COc1ccc(Oc2cccc3c2C2(COc4cc5c(cc42)OCCO5)C(=O)N3C)cc1. As a reaction SMILES: [Br:1][c:2]1[c:3]2[c:4]([cH:5][cH:6][cH:7]1)[N:8]([CH3:24])[C:9](=[O:23])[C:10]21[CH2:11][O:12][c:13]2[c:14]1[cH:15][c:16]1[c:21]([cH:22]2)[O:20][CH2:19][CH2:18][O:17]1.[CH3:25][O:26][c:27]1[cH:28][cH:29][c:30]([OH:33])[cH:31][cH:32]1.[CH3:34][C:35]([CH3:36])([O-:37])[CH3:38].[CH3:40][N:41]1[C:42](=[O:43])[CH2:44][CH2:45][CH2:46]1.[Cu:47][Br:48].[K+:39].[OH2:49]>>[c:2]1([O:33][c:30]2[cH:29][cH:28][c:27]([O:26][CH3:25])[cH:32][cH:31]2)[c:3]2[c:4]([cH:5][cH:6][cH:7]1)[N:8]([CH3:24])[C:9](=[O:23])[C:10]21[CH2:11][O:12][c:13]2[c:14]1[cH:15][c:16]1[c:21]([cH:22]2)[O:20][CH2:19][CH2:18][O:17]1. The reactants are BrC=1C=CC(=C(C1)C1=C(C#N)C=CC=N1)F (2-(5-bromo-2-fluorophenyl)nicotinonitrile), BrC1=CN=C2N1N=CC(=N2)C(F)(F)F (7-bromo-3-trifluoromethylimidazo[1,2-b][1,2,4]triazine), CC1(COB(OC1)C=1C=CC(=C(C1)C1=C(C#N)C=CC=N1)F)C (2-[5-(5,5-dimethyl-[1,3,2]dioxaborinan-2-yl)-2-fluorophenyl]nicotinonitrile), C(#N)C=1C(=NC=CC1)C=1C=C(C=CC1F)B(O)O (3-(3-cyanopyridin-2-yl)-4-fluorobenzeneboronic acid). RXN SMILES: Br[C:2]1[CH:3]=[CH:4][C:5]([F:16])=[C:6]([C:8]2[N:15]=[CH:14][CH:13]=[CH:12][C:9]=2[C:10]#[N:11])[CH:7]=1.[CH3:17][C:18]1([CH3:39])[CH2:23][O:22][B:21]([C:24]2[CH:25]=[CH:26][C:27]([F:38])=[C:28]([C:30]3[N:37]=[CH:36][CH:35]=[CH:34][C:31]=3[C:32]#[N:33])[CH:29]=2)[O:20][CH2:19]1.C(C1C(C2C=C(B(O)O)C=CC=2F)=NC=CC=1)#N.Br[C:59]1[N:63]2[N:64]=[CH:65][C:66]([C:68]([F:71])([F:70])[F:69])=[N:67][C:62]2=[N:61][CH:60]=1>>[CH3:17][C:18]1([CH3:39])[CH2:19][O:20][B:21]([C:24]2[CH:25]=[CH:26][C:27]([F:38])=[C:28]([C:30]3[N:37]=[CH:36][CH:35]=[CH:34][C:31]=3[C:32]#[N:33])[CH:29]=2)[O:22][CH2:23]1.[F:16][C:5]1[CH:4]=[CH:3][C:2]([C:59]2[N:63]3[N:64]=[CH:65][C:66]([C:68]([F:69])([F:70])[F:71])=[N:67][C:62]3=[N:61][CH:60]=2)=[CH:7][C:6]=1[C:8]1[N:15]=[CH:14][CH:13]=[CH:12][C:9]=1[C:10]#[N:11]. The yield is 40.0%. Procedure details: 2-[5-(5,5-Dimethyl-[1,3,2]dioxaborinan-2-yl)-2-fluorophenyl]nicotinonitrile was prepared from 2-(5-bromo-2-fluorophenyl)nicotinonitrile (1.36 g, 4.91 mmol) using the method described in Example 2 to give 467 mg (43%) of an approximately 1:1 mixture of 2-[5-(5,5-dimethyl-[1,3,2]dioxaborinan-2-yl)-2-fluorophenyl]nicotinonitrile and 3-(3-cyanopyridin-2-yl)-4-fluorobenzeneboronic acid as a grey solid. This was coupled to 7-bromo-3-trifluoromethylimidazo[1,2-b][1,2,4]triazine in 40% yield using the m... Yields the product CC1(COB(OC1)C=1C=CC(=C(C1)C1=C(C#N)C=CC=N1)F)C (2-[5-(5,5-Dimethyl-[1,3,2]dioxaborinan-2-yl)-2-fluorophenyl]nicotinonitrile), FC1=C(C=C(C=C1)C1=CN=C2N1N=CC(=N2)C(F)(F)F)C2=C(C#N)C=CC=N2 (2-[2-Fluoro-5-(3-trifluoromethyl-imidazo[1,2-b][1,2,4]triazin-7-yl)phenyl]nicotinonitrile). Starting materials: [Al+3], CCOC(C)=O, [H-], [H-], [H-], [H-], [Li+], [Na+], O=C(CCC1COc2ccccc2O1)N1CCC(O)(c2ccccc2)CC1, C1CCOC1, [OH-], O. The product is OC1(c2ccccc2)CCN(CCCC2COc3ccccc3O2)CC1. RXN SMILES: [Al+3:29].[CH3:34][CH2:35][O:36][C:37](=[O:38])[CH3:39].[H-:28].[H-:31].[H-:32].[H-:33].[Li+:30].[Na+:41].[O:1]1[CH:2]([CH2:11][CH2:12][C:13](=[O:14])[N:15]2[CH2:16][CH2:17][C:18]([c:21]3[cH:22][cH:23][cH:24][cH:25][cH:26]3)([OH:27])[CH2:19][CH2:20]2)[CH2:3][O:4][c:5]2[c:6]1[cH:7][cH:8][cH:9][cH:10]2.[O:42]1[CH2:43][CH2:44][CH2:45][CH2:46]1.[OH-:40].[OH2:47]>>[O:1]1[CH:2]([CH2:11][CH2:12][CH2:13][N:15]2[CH2:16][CH2:17][C:18]([c:21]3[cH:22][cH:23][cH:24][cH:25][cH:26]3)([OH:27])[CH2:19][CH2:20]2)[CH2:3][O:4][c:5]2[c:6]1[cH:7][cH:8][cH:9][cH:10]2.